From a dataset of the Open Reaction Database (ORD), a public repository of structured organic reaction records. describe an organic reaction: reactants, conditions, products, and yield The reactants are [BH4-], CCO, CCOC(C)=O, O=C(c1cccnc1)c1c(-c2ccc(Cl)cc2Cl)noc1-c1ccccc1Cl, [Na+]. Product: OC(c1cccnc1)c1c(-c2ccc(Cl)cc2Cl)noc1-c1ccccc1Cl. Reaction SMILES: [BH4-:29].[CH3:31][CH2:32][OH:33].[CH3:34][CH2:35][O:36][C:37](=[O:38])[CH3:39].[Cl:1][c:2]1[c:3](-[c:8]2[c:9]([C:21](=[O:22])[c:23]3[cH:24][n:25][cH:26][cH:27][cH:28]3)[c:10](-[c:13]3[c:14]([Cl:20])[cH:15][c:16]([Cl:19])[cH:17][cH:18]3)[n:11][o:12]2)[cH:4][cH:5][cH:6][cH:7]1.[Na+:30]>>[Cl:1][c:2]1[c:3](-[c:8]2[c:9]([CH:21]([OH:22])[c:23]3[cH:24][n:25][cH:26][cH:27][cH:28]3)[c:10](-[c:13]3[c:14]([Cl:20])[cH:15][c:16]([Cl:19])[cH:17][cH:18]3)[n:11][o:12]2)[cH:4][cH:5][cH:6][cH:7]1. Reactants: [Li]CCCC, CC(=Cc1ccc(S(C)(=O)=O)cc1)c1ccc2c(c1)C(C)(C)CCC2(C)C, CCCCCC, CCOC(=O)Cl, C1CCOC1. Yields the product CCOC(=O)CS(=O)(=O)c1ccc(C=C(C)c2ccc3c(c2)C(C)(C)CCC3(C)C)cc1. As a reaction SMILES: [CH2:28]([Li:29])[CH2:30][CH2:31][CH3:32].[CH3:1][C:2]1([CH3:27])[c:3]2[cH:4][cH:5][c:6]([C:14](=[CH:15][c:16]3[cH:17][cH:18][c:19]([S:22](=[O:23])(=[O:24])[CH3:25])[cH:20][cH:21]3)[CH3:26])[cH:7][c:8]2[C:9]([CH3:12])([CH3:13])[CH2:10][CH2:11]1.[CH3:44][CH2:45][CH2:46][CH2:47][CH2:48][CH3:49].[Cl:33][C:34](=[O:35])[O:36][CH2:37][CH3:38].[O:39]1[CH2:40][CH2:41][CH2:42][CH2:43]1>>[CH3:1][C:2]1([CH3:27])[c:3]2[cH:4][cH:5][c:6]([C:14](=[CH:15][c:16]3[cH:17][cH:18][c:19]([S:22](=[O:23])(=[O:24])[CH2:25][C:34](=[O:35])[O:36][CH2:37][CH3:38])[cH:20][cH:21]3)[CH3:26])[cH:7][c:8]2[C:9]([CH3:12])([CH3:13])[CH2:10][CH2:11]1.